describe an organic reaction: reactants, conditions, products, and yield From a dataset of the Open Reaction Database (ORD), a public repository of structured organic reaction records. Starting materials: CO, C[O-], Clc1nc(Cl)c(C2OCCO2)s1, [Na+]. RXN SMILES: [CH3:16][OH:17].[CH3:1][O-:2].[Cl:4][c:5]1[s:6][c:7]([CH:11]2[O:12][CH2:13][CH2:14][O:15]2)[c:8]([Cl:10])[n:9]1.[Na+:3]>>[CH3:1][O:2][c:5]1[s:6][c:7]([CH:11]2[O:12][CH2:13][CH2:14][O:15]2)[c:8]([Cl:10])[n:9]1. Product: COc1nc(Cl)c(C2OCCO2)s1. The reactants are NC(=N)N (guanidine), NC1=CC2=C(N=CS2)C=C1 (6-aminobenzothiazole), N#CN (cyanamide), [N+](=O)(O)[O-] (nitric acid). Yields the product [N+](=O)(O)[O-].N(C(=N)N)C1=CC2=C(N=CS2)C=C1 (6-Guanidinobenzothiazole nitrate), solid. As a reaction SMILES: [NH2:1][C:2]1[CH:10]=[CH:9][C:5]2[N:6]=[CH:7][S:8][C:4]=2[CH:3]=1.[N:11]#[C:12][NH2:13].[N+:14]([O-:17])([OH:16])=[O:15].NC(N)=N>>[N+:14]([O-:17])([OH:16])=[O:15].[NH:1]([C:2]1[CH:10]=[CH:9][C:5]2[N:6]=[CH:7][S:8][C:4]=2[CH:3]=1)[C:12]([NH2:13])=[NH:11] |f:4.5|. Procedure details: 6-Guanidinobenzothiazole nitrate was prepared from 6-aminobenzothiazole (1.50 g, 10.0 mmol), cyanamide (630 mg in 1.26 ml H2O, 15.0 mmol) and concentrated nitric acid (1 ml) following the method described for the guanidine of Example 1 to give the compound as a peach solid (1.27 g) m.p. 202-204°. MS (ES+) 192 (MH+, 100%).